The task is: describe an organic reaction: reactants, conditions, products, and yield. This data is from the Open Reaction Database (ORD), a public repository of structured organic reaction records. Starting materials: C(C)(=O)NC=1C(=CC(=C(OC2=C(OCC(=O)OCC)C=CC=C2)C1)Cl)F (ethyl [2-(5-acetylamino-2-chloro-4-fluorophenoxy)phenoxy]acetate). Solvent: CO (methanol). The product is NC=1C(=CC(=C(OC2=C(OCC(=O)OCC)C=CC=C2)C1)Cl)F (ethyl [2-(5-amino-2-chloro-4-fluorophenoxy)phenoxy]acetate). Reaction SMILES: C([NH:4][C:5]1[C:6]([F:26])=[CH:7][C:8]([Cl:25])=[C:9]([CH:24]=1)[O:10][C:11]1[CH:23]=[CH:22][CH:21]=[CH:20][C:12]=1[O:13][CH2:14][C:15]([O:17][CH2:18][CH3:19])=[O:16])(=O)C>CO>[NH2:4][C:5]1[C:6]([F:26])=[CH:7][C:8]([Cl:25])=[C:9]([CH:24]=1)[O:10][C:11]1[CH:23]=[CH:22][CH:21]=[CH:20][C:12]=1[O:13][CH2:14][C:15]([O:17][CH2:18][CH3:19])=[O:16]. Reported procedure: Into a boron trifluoride methanol complex, methanol solution is added ethyl [2-(5-acetylamino-2-chloro-4-fluorophenoxy)phenoxy]acetate, and the mixture is heated while stirring. Thereafter, the reaction solution is concentrated, the residue is dissolved in ethyl acetate, and washed with saturated aqueous sodium bicarbonate, dried over magnesium sulfate, and concentrated to obtain ethyl [2-(5-amino-2-chloro-4-fluorophenoxy)phenoxy]acetate [Intermediate compound A3-23]. Starting materials: N (ammonia), BrCC(=O)NC1=C(C=C(C=C1)Cl)C(C1=CC=C(C=C1)O)=O (2-bromo-4'-chloro-2'-(4-hydroxybenzoyl)acetanilide), N (ammonia). The solvent is liquid. The product is ClC=1C=CC2=C(C(=NCC(N2)=O)C2=CC=C(C=C2)O)C1 (7-Chloro-1,3-dihydro-5-(4-hyroxyphenyl)-2H-1,4-benzodiazepin-2-one). Isolated yield 67.0%. Reaction SMILES: [NH3:1].Br[CH2:3][C:4]([NH:6][C:7]1[CH:12]=[CH:11][C:10]([Cl:13])=[CH:9][C:8]=1[C:14](=O)[C:15]1[CH:20]=[CH:19][C:18]([OH:21])=[CH:17][CH:16]=1)=[O:5]>>[Cl:13][C:10]1[CH:11]=[CH:12][C:7]2[NH:6][C:4](=[O:5])[CH2:3][N:1]=[C:14]([C:15]3[CH:20]=[CH:19][C:18]([OH:21])=[CH:17][CH:16]=3)[C:8]=2[CH:9]=1. Reported procedure: To 350 ml of liquid ammonia was added 60 g (0.163 mole) of 2-bromo-4'-chloro-2'-(4-hydroxybenzoyl)acetanilide. After refluxing for 3 hr, the ammonia was allowed to evaporate. The residue was heated to reflux in 400 ml of ethanol for 3 hr. Ethanol was evaproated, and 800 ml of acetone was added. This suspension was heated and filtered to remove inorganic salts. Concentration of acetone filtrate gave 31.5 g (67%) of product, mp 271°-272°. Reactants: C(C)(C)(C)C(CO)CO (2-t-butylpropane-1,3-diol), C1(=CC=CC=C1)C (toluene). Conditions: temperature 120 celsius, time 30 minute. Product: C(C1=CC=CC=C1)OCC(CO)C(C)(C)C (2-Benzyloxymethyl-3,3-dimethyl-butan-1-ol). RXN SMILES: [C:1]([CH:5]([CH2:8][OH:9])[CH2:6][OH:7])([CH3:4])([CH3:3])[CH3:2].[C:10]1([CH3:16])[CH:15]=[CH:14][CH:13]=[CH:12][CH:11]=1>>[CH2:16]([O:7][CH2:6][CH:5]([C:1]([CH3:4])([CH3:3])[CH3:2])[CH2:8][OH:9])[C:10]1[CH:15]=[CH:14][CH:13]=[CH:12][CH:11]=1. Procedure details: A mixture of 2-t-butylpropane-1,3-diol (11.0 g.) (E.L. Eliel et al J. Amer Chem Soc. 1968, 90, 3444) was stirred in dry toluene (200 ml), at 20° C. Sodium hydride (2.4 g., 80% dispersion in oil), previously washed with hexane, was added carefully to the stirred mixture. The mixture was stirred at 120° C. for 30 minutes and cooled. Benzyl bromide (9.5 ml) was added dropwise and the mixture heated at 130°, with stirring for 6 hours. The mixture was cooled, water was added and the mixture extracted... Reactants: ClC(=Cc1ccc(Br)cc1)c1ccc(Cl)cc1, C1COCCO1, CO, [K+], [OH-]. Product: Clc1ccc(C#Cc2ccc(Br)cc2)cc1. RXN SMILES: [Br:1][c:2]1[cH:3][cH:4][c:5]([CH:8]=[C:9]([c:10]2[cH:11][cH:12][c:13]([Cl:16])[cH:14][cH:15]2)[Cl:17])[cH:6][cH:7]1.[CH2:20]1[O:21][CH2:22][CH2:23][O:24][CH2:25]1.[CH3:26][OH:27].[K+:19].[OH-:18]>>[Br:1][c:2]1[cH:3][cH:4][c:5]([C:8]#[C:9][c:10]2[cH:11][cH:12][c:13]([Cl:16])[cH:14][cH:15]2)[cH:6][cH:7]1. The reactants are CN1CCCC1=O, CCOC(C)=O, CC1OC1(Cn1cncn1)c1ccc(F)cc1F, [H-], [Na+], O=c1[nH]ccn1-c1ccc(-n2ccnn2)cc1. The product is CC(n1ccn(-c2ccc(-n3ccnn3)cc2)c1=O)C(O)(Cn1cncn1)c1ccc(F)cc1F. Reaction SMILES: [CH3:18][N:19]1[CH2:20][CH2:21][CH2:22][C:23]1=[O:24].[CH3:45][CH2:46][O:47][C:48](=[O:49])[CH3:50].[F:27][c:28]1[c:29]([C:35]2([CH2:39][n:40]3[n:41][cH:42][n:43][cH:44]3)[O:36][CH:37]2[CH3:38])[cH:30][cH:31][c:32]([F:34])[cH:33]1.[H-:25].[Na+:26].[n:1]1(-[c:6]2[cH:7][cH:8][c:9](-[n:12]3[c:13](=[O:17])[nH:14][cH:15][cH:16]3)[cH:10][cH:11]2)[n:2][n:3][cH:4][cH:5]1>>[n:1]1(-[c:6]2[cH:7][cH:8][c:9](-[n:12]3[c:13](=[O:17])[n:14]([CH:37]([C:35]([c:29]4[c:28]([F:27])[cH:33][c:32]([F:34])[cH:31][cH:30]4)([OH:36])[CH2:39][n:40]4[n:41][cH:42][n:43][cH:44]4)[CH3:38])[cH:15][cH:16]3)[cH:10][cH:11]2)[n:2][n:3][cH:4][cH:5]1.